Dataset: the Open Reaction Database (ORD), a public repository of structured organic reaction records. Task: describe an organic reaction: reactants, conditions, products, and yield The reactants are CS(=O)(=O)C=1C=C2C=CNC2=CC1 (5-(methylsulfonyl)-1H-indole), BrC=1N=C(SC1)OC1CCN(CC1)C(=O)OC(C)(C)C (tert-butyl 4-((4-bromothiazol-2-yl)oxy)piperidine-1-carboxylate), CS(=O)(=O)C=1C=C2C=CNC2=CC1 (5-(methylsulfonyl)-1H-indole), BrC=1N=C(SC1)OC1CCN(CC1)C(=O)OC(C)(C)C (tert-butyl 4-((4-bromothiazol-2-yl)oxy)piperidine-1-carboxylate). Product: C(C)(C)(C)OC(=O)N1CCC(CC1)OC=1SC=C(N1)N1C=CC2=CC(=CC=C12)S(=O)(=O)C (tert-Butyl-4-((4-(5-(methylsulfonyl)-1H-indol-1-yl)thiazol-2-yl)oxy)-piperidine-1-carboxylate). RXN SMILES: [CH3:1][S:2]([C:5]1[CH:6]=[C:7]2[C:11](=[CH:12][CH:13]=1)[NH:10][CH:9]=[CH:8]2)(=[O:4])=[O:3].Br[C:15]1[N:16]=[C:17]([O:20][CH:21]2[CH2:26][CH2:25][N:24]([C:27]([O:29][C:30]([CH3:33])([CH3:32])[CH3:31])=[O:28])[CH2:23][CH2:22]2)[S:18][CH:19]=1>>[C:30]([O:29][C:27]([N:24]1[CH2:23][CH2:22][CH:21]([O:20][C:17]2[S:18][CH:19]=[C:15]([N:10]3[C:11]4[C:7](=[CH:6][C:5]([S:2]([CH3:1])(=[O:4])=[O:3])=[CH:13][CH:12]=4)[CH:8]=[CH:9]3)[N:16]=2)[CH2:26][CH2:25]1)=[O:28])([CH3:33])([CH3:31])[CH3:32]. Procedure details: The title compound was prepared by following the similar procedure as described in Example-1 by using 5-(methylsulfonyl)-1H-indole (intermediate 21) and tert-butyl 4-((4-bromothiazol-2-yl)oxy)piperidine-1-carboxylate (intermediate 46) (0.007 g, 5%). Yield: 49.4%. The reactants are ClC=1C=CC=C2C(=NN(C12)C1CCCCC1)C1=CC=C(C=C1)OC (7-chloro-1-cyclohexyl-3-(4-methoxyphenyl)-1H-indazole), B(Br)(Br)Br (boron tribromide), C1=CCCCC1 (cyclohexene). As a reaction SMILES: [Cl:1][C:2]1[CH:3]=[CH:4][CH:5]=[C:6]2[C:10]=1[N:9]([CH:11]1[CH2:16][CH2:15][CH2:14][CH2:13][CH2:12]1)[N:8]=[C:7]2[C:17]1[CH:22]=[CH:21][C:20]([O:23]C)=[CH:19][CH:18]=1.B(Br)(Br)Br.C1CCCCC=1>>[Cl:1][C:2]1[CH:3]=[CH:4][CH:5]=[C:6]2[C:10]=1[N:9]([CH:11]1[CH2:16][CH2:15][CH2:14][CH2:13][CH2:12]1)[N:8]=[C:7]2[C:17]1[CH:18]=[CH:19][C:20]([OH:23])=[CH:21][CH:22]=1. Procedure: Prepared according to Method C step B from 7-chloro-1-cyclohexyl-3-(4-methoxyphenyl)-1H-indazole (0.55 g, 1.61 mmol), boron tribromide (0.61 mL, 6.5 mmol) and 1.0 mL of cyclohexene to give the product (0.26 g) as an off-white solid. The product is ClC=1C=CC=C2C(=NN(C12)C1CCCCC1)C1=CC=C(C=C1)O (4-(7-chloro-1-cyclohexyl-1H-indazol-3-yl)phenol). Reactants: COC(CCC#CC1=C2/C(/C(NC2=CC=C1[N+](=O)[O-])=O)=C/C=1NC=CC1OC)=O ((Z)-5-[2,3-dihydro-3-[(3-methoxy-1H-pyrrol-2-yl)methylene]-5-nitro-2-oxo-1H-indol-4-yl]-4-pentynoic acid methyl ester), [Cl-].[NH4+] (ammonium chloride). The reagents and catalysts are [Zn] (zinc). Run in CO (methanol), O (water). Product: COC(CCC#CC1=C2/C(/C(NC2=CC=C1N)=O)=C/C=1NC=CC1OC)=O ((Z)-5-[5-amino-2,3-dihydro-3-[(3-methoxy-1H-pyrrol-2-yl)methylene]-2-oxo-1H-indol-4-yl]-4-pentynoic acid methyl ester). Isolated yield 48.0%. Reaction SMILES: [CH3:1][O:2][C:3](=[O:29])[CH2:4][CH2:5][C:6]#[C:7][C:8]1[C:16]([N+:17]([O-])=O)=[CH:15][CH:14]=[C:13]2[C:9]=1/[C:10](=[CH:21]/[C:22]1[NH:23][CH:24]=[CH:25][C:26]=1[O:27][CH3:28])/[C:11](=[O:20])[NH:12]2.[Cl-].[NH4+]>O.CO.[Zn]>[CH3:1][O:2][C:3](=[O:29])[CH2:4][CH2:5][C:6]#[C:7][C:8]1[C:16]([NH2:17])=[CH:15][CH:14]=[C:13]2[C:9]=1/[C:10](=[CH:21]/[C:22]1[NH:23][CH:24]=[CH:25][C:26]=1[O:27][CH3:28])/[C:11](=[O:20])[NH:12]2 |f:1.2|. Reported procedure: Using Method L above, (Z)-5-[2,3-dihydro-3-[(3-methoxy-1H-pyrrol-2-yl)methylene]-5-nitro-2-oxo-1H-indol-4-yl]-4-pentynoic acid methyl ester (0.22 g, 0.57 mmol) (from Example 35 above) was reduced with zinc (0.33 g, 5.1 mmol) and ammonium chloride (67.1 mg, 1.25 mmol) in 10% water in methanol (20 mL) with heating at reflux for 4 h to give (Z)-5-[5-amino-2,3-dihydro-3-[(3-methoxy-1H-pyrrol-2-yl)methylene]-2-oxo-1H-indol-4-yl]-4-pentynoic acid methyl ester (Yield 0.1 g, 48%).